This data is from the Open Reaction Database (ORD), a public repository of structured organic reaction records. The task is: describe an organic reaction: reactants, conditions, products, and yield Reactants: [Al+3], CCOC(=O)c1cc2cc(OCc3ccc(Br)cc3)ccc2[nH]1, CCOC(C)=O, [H-], [H-], [H-], [H-], [Li+], C1CCOC1. The product is OCc1cc2cc(OCc3ccc(Br)cc3)ccc2[nH]1. Reaction SMILES: [Al+3:25].[Br:1][c:2]1[cH:3][cH:4][c:5]([CH2:6][O:7][c:8]2[cH:9][c:10]3[cH:11][c:12]([C:17](=[O:18])[O:19][CH2:20][CH3:21])[nH:13][c:14]3[cH:15][cH:16]2)[cH:22][cH:23]1.[CH3:30][CH2:31][O:32][C:33](=[O:34])[CH3:35].[H-:24].[H-:27].[H-:28].[H-:29].[Li+:26].[O:36]1[CH2:37][CH2:38][CH2:39][CH2:40]1>>[Br:1][c:2]1[cH:3][cH:4][c:5]([CH2:6][O:7][c:8]2[cH:9][c:10]3[cH:11][c:12]([CH2:17][OH:18])[nH:13][c:14]3[cH:15][cH:16]2)[cH:22][cH:23]1. Reactants: O=C([O-])O, COC(OC)OC, CO, O=Cc1ccc([N+](=O)[O-])c(F)c1, [Na+], O, Cc1ccc(S(=O)(=O)O)cc1. Yields the product COC(OC)c1ccc([N+](=O)[O-])c(F)c1. Reaction SMILES: [C:32](=[O:33])([OH:34])[O-:35].[CH3:13][O:14][CH:15]([O:16][CH3:17])[O:18][CH3:19].[CH3:37][OH:38].[F:1][c:2]1[cH:3][c:4]([CH:5]=[O:6])[cH:7][cH:8][c:9]1[N+:10](=[O:11])[O-:12].[Na+:36].[OH2:20].[c:21]1([CH3:22])[cH:23][cH:24][c:25]([S:26]([OH:27])(=[O:28])=[O:29])[cH:30][cH:31]1>>[F:1][c:2]1[cH:3][c:4]([CH:15]([O:14][CH3:13])[O:16][CH3:17])[cH:7][cH:8][c:9]1[N+:10](=[O:11])[O-:12].